This data is from the Open Reaction Database (ORD), a public repository of structured organic reaction records. The task is: describe an organic reaction: reactants, conditions, products, and yield Isolated yield 86.0%. The solvent is CCOC(=O)C (EtOAc), CN(C)C=O (DMF). The reactants are C12(CC3CC(CC(C1)C3)C2)C=2C=C(C=O)C=CC2O (3-(1-admantyl)-4-hydroxybenzaldehyde), C(=O)([O-])[O-].[K+].[K+] (K2CO3), BrC(C)C (2-bromopropane). Procedure: To a stirred suspension of 3-(1-admantyl)-4-hydroxybenzaldehyde (0.5 g, 1.95 mmol) and K2CO3 (0.276 g, 2 mmol) in anhydrous DMF (5 ml) was added 2-bromopropane (1 ml) and the mixture was reflux for 2 h. The reaction mixture was brought to room temperature and diluted to 50 ml with EtOAc and washed with H2O. The organic layer was separated, dried over MgSO4 and filtered. The filtrate was evaporated to dryness and the residue was crystallized from MeOH to give the title compound (0.25 g, 86%), as ... Product: C12(CC3CC(CC(C1)C3)C2)C=2C=C(C=O)C=CC2OC(C)C (3-(1-Admantyl)-4-isopropoxybenzaldehyde). RXN SMILES: [C:1]12([C:11]3[CH:12]=[C:13]([CH:16]=[CH:17][C:18]=3[OH:19])[CH:14]=[O:15])[CH2:10][CH:5]3[CH2:6][CH:7]([CH2:9][CH:3]([CH2:4]3)[CH2:2]1)[CH2:8]2.C([O-])([O-])=O.[K+].[K+].Br[CH:27]([CH3:29])[CH3:28]>CN(C=O)C.CCOC(C)=O>[C:1]12([C:11]3[CH:12]=[C:13]([CH:16]=[CH:17][C:18]=3[O:19][CH:27]([CH3:29])[CH3:28])[CH:14]=[O:15])[CH2:2][CH:3]3[CH2:9][CH:7]([CH2:6][CH:5]([CH2:4]3)[CH2:10]1)[CH2:8]2 |f:1.2.3|. The reactants are CC1(C(CCCC1)=O)COC1=CC=C(C=C1)CC1C(NC(S1)=O)=O (5-[[4-[(1-methyl-2-oxocyclohexyl)methoxy]phenyl]methyl]-2,4-thiazolidinedione), C(C)(=O)[O-].[Na+] (sodium acetate), Cl.CON (O-methylhydroxylamine hydrochloride). Run in C(C)O (ethanol). Conditions: time 8 hour. Yields the product CC1(C(CCCC1)=NOC)COC1=CC=C(C=C1)CC1C(NC(S1)=O)=O (5-[[4-[(1-methyl-2-methoxyiminocyclohexyl)methoxy]phenyl]methyl]-2,4-thiazolidinedione). Reaction SMILES: [CH3:1][C:2]1([CH2:9][O:10][C:11]2[CH:16]=[CH:15][C:14]([CH2:17][CH:18]3[S:22][C:21](=[O:23])[NH:20][C:19]3=[O:24])=[CH:13][CH:12]=2)[CH2:7][CH2:6][CH2:5][CH2:4][C:3]1=O.C([O-])(=O)C.[Na+].Cl.[CH3:31][O:32][NH2:33]>C(O)C>[CH3:1][C:2]1([CH2:9][O:10][C:11]2[CH:16]=[CH:15][C:14]([CH2:17][CH:18]3[S:22][C:21](=[O:23])[NH:20][C:19]3=[O:24])=[CH:13][CH:12]=2)[CH2:7][CH2:6][CH2:5][CH2:4][C:3]1=[N:33][O:32][CH3:31] |f:1.2,3.4|. Reported procedure: A mixture of 5-[[4-[(1-methyl-2-oxocyclohexyl)methoxy]phenyl]methyl]-2,4-thiazolidinedione (3 g), sodium acetate (0.78 g) and O-methylhydroxylamine hydrochloride (0.66 g) were suspended in ethanol (200 mL) and refluxed overnight. The reaction mixture was concentrated in vacuo and the residue dissolved in ethyl acetate and dried over MgSO4. Filtration and concentration left 3.25 g of yellow oil which was purified by high pressure liquid chromatography. The product, 2.21 g of yellow oil, was disso... The reactants are O (water), COC(C(C(=O)OC)C1(CCCCC1)C#N)=O ((1-cyanocyclohexyl)malonic acid dimethyl ester), [Cl-].[Li+] (lithium chloride), O (water), CS(=O)C (dimethyl sulfoxide). Product: C(C)OC(CC1(CCCCC1)C#N)=O ((1-cyanocyclohexyl)acetic acid ethyl ester). Isolated yield 74.0%. As a reaction SMILES: [CH3:1][O:2][C:3](=[O:17])[CH:4]([C:9]1([C:15]#[N:16])[CH2:14][CH2:13][CH2:12][CH2:11][CH2:10]1)C(OC)=O.[Cl-].[Li+].O.[CH3:21]S(C)=O>>[CH2:1]([O:2][C:3](=[O:17])[CH2:4][C:9]1([C:15]#[N:16])[CH2:14][CH2:13][CH2:12][CH2:11][CH2:10]1)[CH3:21] |f:1.2|. Procedure details: 26.9 g (100 mmol) of (1-cyanocyclohexyl)malonic acid dimethyl ester, 4.3 g (100 mmol) or lithium chloride and 3.6 g (200 mmol) of water were heated in 300 ml of dimethyl sulfoxide for 22 hours to 150° C. Then it was cooled, mixed with 700 ml of water and extracted with 1000 ml of pentane. 14.4 g of (1-cyanocyclohexyl)acetic acid ethyl ester was obtained by distillation of the organic phase, corresponding to a yield of 74 percent (relative to the (1-cyanocyclohexyl) malonic acid dimethyl ester us... Reactants: [Cl-].[NH4+] (ammonium chloride), [N-]=[N+]=[N-].[Na+] (sodium azide), C(#N)CCSC1C2=C(OCC3=C1C=CC=C3)C=CC(=C2)OCC2=NC3=CC=CC=C3C=C2 (11-(2-cyanoethylthio)-2-(quinolin-2-yl)methoxy-6,11-dihydrodibenz[b,e]oxepine). Run in CN(C=O)C (dimethylformamide). Reaction conditions: temperature 120 celsius, time 10 hour. Yields the product N1=C(C=CC2=CC=CC=C12)COC1=CC2=C(OCC3=C(C2SCCC2=NN=NN2)C=CC=C3)C=C1 (2-(Quinolin-2-yl)methoxy-11-[2-(tetrazol-5-yl)ethylthio]-6,11-dihydrodibenz[b,e]oxepine). Isolated yield 20.7%. RXN SMILES: [Cl-].[NH4+].[N-:3]=[N+:4]=[N-:5].[Na+].[C:7]([CH2:9][CH2:10][S:11][CH:12]1[C:18]2[CH:19]=[CH:20][CH:21]=[CH:22][C:17]=2[CH2:16][O:15][C:14]2[CH:23]=[CH:24][C:25]([O:27][CH2:28][C:29]3[CH:38]=[CH:37][C:36]4[C:31](=[CH:32][CH:33]=[CH:34][CH:35]=4)[N:30]=3)=[CH:26][C:13]1=2)#[N:8]>CN(C)C=O>[N:30]1[C:31]2[C:36](=[CH:35][CH:34]=[CH:33][CH:32]=2)[CH:37]=[CH:38][C:29]=1[CH2:28][O:27][C:25]1[CH:24]=[CH:23][C:14]2[O:15][CH2:16][C:17]3[CH:22]=[CH:21][CH:20]=[CH:19][C:18]=3[CH:12]([S:11][CH2:10][CH2:9][C:7]3[NH:8][N:5]=[N:4][N:3]=3)[C:13]=2[CH:26]=1 |f:0.1,2.3|. Reported procedure: 0.6 g of ammonium chloride and 0.6 g of sodium azide were added to 1.32 g of 11-(2-cyanoethylthio)-2-(quinolin-2-yl)methoxy-6,11-dihydrodibenz[b,e]oxepine dissolved in 10 ml of dimethylformamide and the mixture was stirred at 120° C. for 10 hours. After completion of the reaction, the solvent was removed and the residue was washed with water and then applied to silica gel column chromatography to obtain 0.3 g of the title compound as slightly brown powder. The reactants are C(=S)(Cl)Cl (thiophosgene), N1C=NC=C1 (imidazole), C(CC)C1CCC(CC1)C1CCC(CC1)C1=CC(=C(C(=C1)F)N)F (4-(4′-n-propylbicyclohexyl-4-yl)-2,6-difluorophenylamine). Run in ClCCl (dichloromethane). Reaction conditions: time 2 hour. Product: FC=1C=C(C=C(C1N=C=S)F)C1CCC(CC1)C1CCC(CC1)CCC (4′-(3,5-difluoro-4-isothiocyanatophenyl)-4-n-propylbicyclohexyl). RXN SMILES: [C:1](Cl)(Cl)=[S:2].N1C=CN=C1.[CH2:10]([CH:13]1[CH2:18][CH2:17][CH:16]([CH:19]2[CH2:24][CH2:23][CH:22]([C:25]3[CH:30]=[C:29]([F:31])[C:28]([NH2:32])=[C:27]([F:33])[CH:26]=3)[CH2:21][CH2:20]2)[CH2:15][CH2:14]1)[CH2:11][CH3:12]>ClCCl>[F:31][C:29]1[CH:30]=[C:25]([CH:22]2[CH2:21][CH2:20][CH:19]([CH:16]3[CH2:17][CH2:18][CH:13]([CH2:10][CH2:11][CH3:12])[CH2:14][CH2:15]3)[CH2:24][CH2:23]2)[CH:26]=[C:27]([F:33])[C:28]=1[N:32]=[C:1]=[S:2]. Reported procedure: 4.9 ml of thiophosgene are added dropwise over the course of 30 minutes at 15-25° C. to 18.4 g of imidazole in 150 ml of dichloromethane, and the mixture is stirred at RT for a further 2 hours. 15.8 g of 4-(4′-n-propylbicyclohexyl-4-yl)-2,6-difluorophenylamine (prepared as described in Examples 1a-1e) are subsequently added, and the mixture is stirred at RT for 24 hours. Conventional work-up gives 4′-(3,5-difluoro-4-isothiocyanatophenyl)-4-n-propylbicyclohexyl having the following properties: C ... Starting materials: ICCC (iodopropane), C1OC2=C(O1)C=C(C=C2)O (sesamol). Yields the product C(CC)OC1=CC2=C(OCO2)C=C1 (5-Propoxy-benzo[1,3]dioxole). As a reaction SMILES: I[CH2:2][CH2:3][CH3:4].[CH2:5]1[O:9][C:8]2[CH:10]=[C:11]([OH:14])[CH:12]=[CH:13][C:7]=2[O:6]1>>[CH2:2]([O:14][C:11]1[CH:12]=[CH:13][C:7]2[O:6][CH2:5][O:9][C:8]=2[CH:10]=1)[CH2:3][CH3:4]. Procedure: Starting from commercially available iodopropane and sesamol the title compound is obtained as colorless oil.